From a dataset of the Open Reaction Database (ORD), a public repository of structured organic reaction records. describe an organic reaction: reactants, conditions, products, and yield Reactants: FC=1C=C2C=C(N(C2=CC1)CC1=CC(=CC=C1)F)C(=O)N (5-fluoro-1-[(3-fluorophenyl)-methyl]-1H-indole-2-carboxamide), [C@@H]1([C@@H](CCCC1)N)N (trans-1,2-cyclohexanediamine), NC1=NC=CC(=C1)Br (2-amino-4-bromopyridine), C([O-])([O-])=O.[K+].[K+] (potassium carbonate). Reagents/catalysts: [Cu](I)I (copper iodide). Solvent: O1CCOCC1 (dioxane), O (water). Conditions: temperature 170 celsius. The product is NC1=NC=CC(=C1)NC(=O)C=1N(C2=CC=C(C=C2C1)F)CC1=CC(=CC=C1)F (N-[2-aminopyrid-4-yl]-5-fluoro-1-[(3-fluorophenyl)methyl]-1H-indole-2-carboxamide). Yield: 53.5%. Reaction SMILES: [F:1][C:2]1[CH:3]=[C:4]2[C:8](=[CH:9][CH:10]=1)[N:7]([CH2:11][C:12]1[CH:17]=[CH:16][CH:15]=[C:14]([F:18])[CH:13]=1)[C:6]([C:19]([NH2:21])=[O:20])=[CH:5]2.[NH2:22][C:23]1[CH:28]=[C:27](Br)[CH:26]=[CH:25][N:24]=1.C(=O)([O-])[O-].[K+].[K+].[C@@H]1(N)CCCC[C@H]1N>[Cu](I)I.O.O1CCOCC1>[NH2:22][C:23]1[CH:28]=[C:27]([NH:21][C:19]([C:6]2[N:7]([CH2:11][C:12]3[CH:17]=[CH:16][CH:15]=[C:14]([F:18])[CH:13]=3)[C:8]3[C:4]([CH:5]=2)=[CH:3][C:2]([F:1])=[CH:10][CH:9]=3)=[O:20])[CH:26]=[CH:25][N:24]=1 |f:2.3.4|. Procedure: 0.2 g (1.05 mmol) of copper iodide, 0.6 g (2.10 mmol) of 5-fluoro-1-[(3-fluorophenyl)-methyl]-1H-indole-2-carboxamide, prepared according to the protocol described in step 1.2, 0.4 g (2.31 mmol) of 2-amino-4-bromopyridine, 1.16 g (8.40 mmol) of potassium carbonate and 15 mL of anhydrous dioxane are placed in a 10 mL pressure tube specific for microwave reactors. The suspension is degassed for a few minutes and 0.14 mL (1.15 mmol) of trans-1,2-cyclohexanediamine is then added. The tube is then se... Starting materials: C(C)(C)(C)OC(=O)NCC=1SC=C(N1)CO (2-(tert-butoxycarbonylamino)methyl-4-hydroxymethylthiazole), CI (methyl iodide). Reagents/catalysts: [Ag]=O (silver oxide). Solvent: C(C)#N (acetonitrile). Reaction conditions: time 6 hour. The product is C(C)(C)(C)OC(=O)NCC=1SC=C(N1)COC (2-(tert-Butoxycarbonylamino)methyl-4-methoxymethylthiazole). The yield is 89.0%. Reaction SMILES: [C:1]([O:5][C:6]([NH:8][CH2:9][C:10]1[S:11][CH:12]=[C:13]([CH2:15][OH:16])[N:14]=1)=[O:7])([CH3:4])([CH3:3])[CH3:2].[CH3:17]I>C(#N)C.[Ag]=O>[C:1]([O:5][C:6]([NH:8][CH2:9][C:10]1[S:11][CH:12]=[C:13]([CH2:15][O:16][CH3:17])[N:14]=1)=[O:7])([CH3:4])([CH3:2])[CH3:3]. Procedure: 0.412 g of 2-(tert-butoxycarbonylamino)methyl-4-hydroxymethylthiazole was dissolved in 8 ml of acetonitrile. To this solution were added 0.98 g of silver oxide and 0.5 ml of methyl iodide, and the mixture was stirred at room temperature for 6 hours. The reaction solution was filtered, and then concentrated to dryness to give 0.385 g (yield 89%) of the title compound. Reactants: CCN1C(=O)N(CCO)c2nc(N[C@@H]3CCC[C@H]3O)n(Cc4ccc(OC)c(Br)c4)c2C1=O, OB(O)c1cccnc1. The reagents and catalysts are CCN=P(N=P(N(C)C)(N(C)C)N(C)C)(N(C)C)N(C)C (P2-Et), CC(C)c1cc(C(C)C)c(-c2ccccc2[PH](C(C)(C)C)(C(C)(C)C)[Pd]2(OS(C)(=O)=O)Nc3ccccc3-c3ccccc32)c(C(C)C)c1 (tBuXphos G3). Solvent: CS(C)=O (DMSO), O (water), CS(C)=O (DMSO), CS(C)=O (DMSO), CS(C)=O (DMSO). Reaction conditions: time 22 hour. The product is CCN1C(=O)N(CCO)c2nc(N[C@@H]3CCC[C@H]3O)n(Cc4ccc(OC)c(c4)c5cccnc5)c2C1=O, CCN1C(=O)N(CCO)c2nc(N[C@@H]3CCC[C@H]3O)n(Cc4ccc(OC)c(Br)c4)c2C1=O, c1ccc(-c2ccccc2)cc1. The reactants are FC1=C(C=C(C=O)C=C1)[N+](=O)[O-] (4-fluoro-3-nitro-benzaldehyde), [NH4+].[OH-] (NH4OH). Run in C1CCOC1 (THF). Conditions: time 1 hour. Yields the product NC1=C(C=C(C=O)C=C1)[N+](=O)[O-] (4-Amino-3-nitrobenzaldehyde). Yield: 53.0%. As a reaction SMILES: F[C:2]1[CH:9]=[CH:8][C:5]([CH:6]=[O:7])=[CH:4][C:3]=1[N+:10]([O-:12])=[O:11].[NH4+:13].[OH-]>C1COCC1>[NH2:13][C:2]1[CH:9]=[CH:8][C:5]([CH:6]=[O:7])=[CH:4][C:3]=1[N+:10]([O-:12])=[O:11] |f:1.2|. Procedure: To a solution of 4-fluoro-3-nitro-benzaldehyde (570 g, 3.3 mmol) in THF (20 mL) was added NH4OH (5 mL). The reaction mixture was stirred at room temperature for 1 hour. The resulting yellow solid was collected and washed with water, dried under vacuum to give the title compound (300 mg, yield: 53%). 1H-NMR (300 MHz, DMSO-d6) δ 9.76 (s, 1H), 8.57 (d, 1H), 8.18 (br s, 2H), 7.80 (dd, 1H), 7.10 (d, 1H).